Dataset: the Open Reaction Database (ORD), a public repository of structured organic reaction records. Task: describe an organic reaction: reactants, conditions, products, and yield Reactants: Cl (HCl), C(C)(=O)NC=1C=C(C=CC1)C1CCN(CC1)C(=O)OC(C)(C)C (tert-butyl 4-[3-(acetylamino)phenyl]-1-piperidinecarboxylate). The solvent is O1CCOCC1 (dioxane), ClCCl (dichloromethane). Run at time 8 hour. Yields the product N1CCC(CC1)C=1C=C(C=CC1)NC(C)=O (N1-[3-(4-PIPERIDYL)PHENYL]ACETAMIDE). The yield is 121.6%. Reaction SMILES: Cl.[C:2]([NH:5][C:6]1[CH:7]=[C:8]([CH:12]2[CH2:17][CH2:16][N:15](C(OC(C)(C)C)=O)[CH2:14][CH2:13]2)[CH:9]=[CH:10][CH:11]=1)(=[O:4])[CH3:3]>O1CCOCC1.ClCCl>[NH:15]1[CH2:16][CH2:17][CH:12]([C:8]2[CH:7]=[C:6]([NH:5][C:2](=[O:4])[CH3:3])[CH:11]=[CH:10][CH:9]=2)[CH2:13][CH2:14]1. Reported procedure: A solution of HCl in dioxane (4N, 5 mL) was added to tert-butyl 4-[3-(acetylamino)phenyl]-1-piperidinecarboxylate (660 mg) in dry dichloromethane (15 mL). The reaction mixture was stirred at room temperature overnight and concentrated in vacuo, giving the desired product (550 mg): mp 102–104° C.; 1H NMR (CDCl3) δ 2.02 (d, J=13.2 Hz, 2H), 2.11–2.45 (m, 5H), 2.67–2.77 (m, 1H), 3.00–3.10 (m, 2H), 3.51 (d, J=10.5 Hz, 2H), 6.94 (d, J=7.5 Hz, 1H), 7.20–7.46 (m, 3H), 7.60 (s, 1H); Anal. Calcd. For C13H... The reactants are NC1=CC=C(C=C1)C1=NN=C(CC2=C1C=C1C(=C2)OCO1)C (1-(4-aminophenyl)-4-methyl-7,8-methylenedioxy-5H-2,3-benzodiazepine), C(C)(=O)OC(C)=O (acetic anhydride). Yields the product C(C)(=O)N(C1=CC=C(C=C1)C1=NN(C(CC2=C1C=C1C(=C2)OCO1)=C)C(C)=O)C(C)=O (1-(4-Diacetylaminophenyl)-3-acetyl-4-methylene-7,8-methylenedioxy-4,5-dihydro-3H-2,3-benzodiazepine). The yield is 34.4%. As a reaction SMILES: [NH2:1][C:2]1[CH:7]=[CH:6][C:5]([C:8]2[C:14]3[CH:15]=[C:16]4[O:21][CH2:20][O:19][C:17]4=[CH:18][C:13]=3[CH2:12][C:11]([CH3:22])=[N:10][N:9]=2)=[CH:4][CH:3]=1.C(O[C:27](=[O:29])[CH3:28])(=O)C>>[C:17]([N:1]([C:27](=[O:29])[CH3:28])[C:2]1[CH:7]=[CH:6][C:5]([C:8]2[C:14]3[CH:15]=[C:16]4[O:21][CH2:20][O:19][C:17]4=[CH:18][C:13]=3[CH2:12][C:11](=[CH2:22])[N:10]([C:16](=[O:21])[CH3:15])[N:9]=2)=[CH:4][CH:3]=1)(=[O:19])[CH3:18]. Procedure: 2.93 g (0.01 mol) of 1-(4-aminophenyl)-4-methyl-7,8-methylenedioxy-5H-2,3-benzodiazepine were refluxed with 20 ml of acetic anhydride for 6 hours. The solution was evaporated at reduced pressure, the residue was taken up in 2×20 ml of anhydrous ethanol, the solution was repeatedly evaporated and the resulting residue of 4.55 g was submitted to column chromatography (adsorbent: Kieselgel 60, eluant: ethyl acetate - benzene 4:1). The raw produce was triturated with 20 ml of hot isopropanol to yiel... Reactants: BrP(Br)Br, ClCCl, OCc1cccnc1Cl. Yields the product Clc1ncccc1CBr. Reaction SMILES: [Br:10][P:11]([Br:12])[Br:13].[Cl:14][CH2:15][Cl:16].[Cl:1][c:2]1[n:3][cH:4][cH:5][cH:6][c:7]1[CH2:8][OH:9]>>[Cl:1][c:2]1[n:3][cH:4][cH:5][cH:6][c:7]1[CH2:8][Br:10]. The reactants are O=C([O-])O, CCOC(C)=O, Cl, O=N[O-], [Na+], [Na+], c1ccc2c(c1)NC(CN1CCOCC1)CO2, O. Product: O=NN1c2ccccc2OCC1CN1CCOCC1. RXN SMILES: [C:28](=[O:29])([OH:30])[O-:31].[CH3:22][CH2:23][O:24][C:25](=[O:26])[CH3:27].[ClH:33].[N:18](=[O:19])[O-:20].[Na+:21].[Na+:32].[O:1]1[CH2:2][CH2:3][N:4]([CH2:7][CH:8]2[CH2:9][O:10][c:11]3[c:12]([cH:14][cH:15][cH:16][cH:17]3)[NH:13]2)[CH2:5][CH2:6]1.[OH2:34]>>[O:1]1[CH2:2][CH2:3][N:4]([CH2:7][CH:8]2[CH2:9][O:10][c:11]3[c:12]([cH:14][cH:15][cH:16][cH:17]3)[N:13]2[N:18]=[O:19])[CH2:5][CH2:6]1. Starting materials: OCCCCl, O=C(O)c1cccc(O)c1, O=S(=O)(O)O. Product: O=C(OCCCCl)c1cccc(O)c1. RXN SMILES: [Cl:11][CH2:12][CH2:13][CH2:14][OH:15].[OH:1][C:2](=[O:3])[c:4]1[cH:5][cH:6][cH:7][c:8]([OH:9])[cH:10]1.[S:16](=[O:17])(=[O:18])([OH:19])[OH:20]>>[O:1]([C:2](=[O:3])[c:4]1[cH:5][cH:6][cH:7][c:8]([OH:9])[cH:10]1)[CH2:14][CH2:13][CH2:12][Cl:11].